Dataset: the Open Reaction Database (ORD), a public repository of structured organic reaction records. Task: describe an organic reaction: reactants, conditions, products, and yield Reactants: O=C([O-])[O-], CC=CCNc1ccc(Cl)c(C(C)C)c1, CN(C)C=O, O=C(Cl)C(Cl)c1cccc(F)c1, [K+], [K+]. Product: CC=CCN(C(=O)C(Cl)c1cccc(F)c1)c1ccc(Cl)c(C(C)C)c1. Reaction SMILES: [C:28](=[O:29])([O-:30])[O-:31].[CH2:13]([CH:14]=[CH:15][CH3:16])[NH:17][c:18]1[cH:19][c:20]([CH:25]([CH3:26])[CH3:27])[c:21]([Cl:24])[cH:22][cH:23]1.[CH3:34][N:35]([CH3:36])[CH:37]=[O:38].[Cl:1][CH:2]([C:3](=[O:4])[Cl:5])[c:6]1[cH:7][c:8]([F:12])[cH:9][cH:10][cH:11]1.[K+:32].[K+:33]>>[Cl:1][CH:2]([C:3](=[O:4])[N:17]([CH2:13][CH:14]=[CH:15][CH3:16])[c:18]1[cH:19][c:20]([CH:25]([CH3:26])[CH3:27])[c:21]([Cl:24])[cH:22][cH:23]1)[c:6]1[cH:7][c:8]([F:12])[cH:9][cH:10][cH:11]1. Starting materials: C(C)OC(CC(CCC(=O)OCC)C(=O)OCC)=O (3-ethoxycarbonylhexanedioic acid diethyl ester), [BH4-].[Na+] (sodiumborohydride), Cl (hydrochloric acid), CO (Methanol). Solvent: C(C)(C)(C)O (tert-butanol). Yields the product OCC(CCO)CCCO (3-Hydroxymethyl-hexane-1,6-diol). Reaction SMILES: C([O:3][C:4](=O)[CH2:5][CH:6]([C:14](OCC)=[O:15])[CH2:7][CH2:8][C:9](OCC)=[O:10])C.[BH4-].[Na+].CO.Cl>C(O)(C)(C)C>[OH:15][CH2:14][CH:6]([CH2:7][CH2:8][CH2:9][OH:10])[CH2:5][CH2:4][OH:3] |f:1.2|. Procedure: To a solution of 3-ethoxycarbonylhexanedioic acid diethyl ester (10 g, 0.036 mol) in tert-butanol (100 mL) was added sodiumborohydride (6 g). The mixture was heated to reflux. Methanol (10 mL) was added in 3 aliquots over 30 minutes. The solution was heated at reflux for a further 30 minutes and allowed to cool. The solution was neutralised with 5 M hydrochloric acid with care. The solution was filtered and extracted with ethanol (2×50 mL). The solutions were combined and the solvent was removed... RXN SMILES: [CH2:1]([O:8][C:9]1[CH:14]=[CH:13][C:12]([C:15]2[C:23]3[C:22]([NH2:24])=[N:21][CH:20]=[N:19][C:18]=3[N:17]([C:25]3[CH:30]=[CH:29][CH:28]=[C:27]([O:31][CH2:32][CH2:33]Cl)[CH:26]=3)[CH:16]=2)=[CH:11][C:10]=1[CH3:35])[C:2]1[CH:7]=[CH:6][CH:5]=[CH:4][CH:3]=1.[NH:36]1[CH:40]=[CH:39][N:38]=[C:37]1[Na]>CN(C=O)C>[CH2:1]([O:8][C:9]1[CH:14]=[CH:13][C:12]([C:15]2[C:23]3[C:22]([NH2:24])=[N:21][CH:20]=[N:19][C:18]=3[N:17]([C:25]3[CH:30]=[CH:29][CH:28]=[C:27]([O:31][CH2:32][CH2:33][N:36]4[CH:40]=[CH:39][N:38]=[CH:37]4)[CH:26]=3)[CH:16]=2)=[CH:11][C:10]=1[CH3:35])[C:2]1[CH:7]=[CH:6][CH:5]=[CH:4][CH:3]=1. Reported procedure: 0.7 g of 5-(4-benzyloxy-3-methylphenyl)-7-[3-(2-chloro-1-ethoxy)phenyl]-4-aminopyrrolo-[2,3-d]pyrimidine and 0.2 g of imidazolyl sodium are heated to 80° C. in 30 ml of DMF and the mixture is stirred for 5 h. It is then cooled to RT and concentrated. After chromatography on silica gel, 5-(4-benzyloxy-3-methylphenyl)-7-[3-(2-(1-imidazolyl)ethoxy)phenyl]-4-amino-pyrrolo[2,3-d]pyrimidine having an m.p. of 158°-160° C. is obtained. The reactants are C(C1=CC=CC=C1)OC1=C(C=C(C=C1)C1=CN(C=2N=CN=C(C21)N)C2=CC(=CC=C2)OCCCl)C (5-(4-benzyloxy-3-methylphenyl)-7-[3-(2-chloro-1-ethoxy)phenyl]-4-aminopyrrolo-[2,3-d]pyrimidine), N1C(=NC=C1)[Na] (imidazolyl sodium). Run at time 5 hour. The solvent is CN(C)C=O (DMF). Product: C(C1=CC=CC=C1)OC1=C(C=C(C=C1)C1=CN(C=2N=CN=C(C21)N)C2=CC(=CC=C2)OCCN2C=NC=C2)C (5-(4-benzyloxy-3-methylphenyl)-7-[3-(2-(1-imidazolyl)ethoxy)phenyl]-4-amino-pyrrolo[2,3-d]pyrimidine).